Dataset: the Open Reaction Database (ORD), a public repository of structured organic reaction records. Task: describe an organic reaction: reactants, conditions, products, and yield The reactants are O=C=NCc1ccccc1, NCCCN1Cc2ccccc2CC1Cc1ccc(F)cc1. Yields the product O=C(NCCCN1Cc2ccccc2CC1Cc1ccc(F)cc1)NCc1ccccc1. As a reaction SMILES: [CH2:23]([c:24]1[cH:25][cH:26][cH:27][cH:28][cH:29]1)[N:30]=[C:31]=[O:32].[F:1][c:2]1[cH:3][cH:4][c:5]([CH2:6][CH:7]2[N:8]([CH2:17][CH2:18][CH2:19][NH2:20])[CH2:9][c:10]3[cH:11][cH:12][cH:13][cH:14][c:15]3[CH2:16]2)[cH:21][cH:22]1>>[F:1][c:2]1[cH:3][cH:4][c:5]([CH2:6][CH:7]2[N:8]([CH2:17][CH2:18][CH2:19][NH:20][C:31]([NH:30][CH2:23][c:24]3[cH:25][cH:26][cH:27][cH:28][cH:29]3)=[O:32])[CH2:9][c:10]3[cH:11][cH:12][cH:13][cH:14][c:15]3[CH2:16]2)[cH:21][cH:22]1. Reactants: COc1ccc2nc(C)oc2c1, O=Cc1ccc(OCCCCl)cc1. Product: COc1ccc2nc(C=Cc3ccc(OCCCCl)cc3)oc2c1. RXN SMILES: [CH3:14][O:15][c:16]1[cH:17][c:18]2[c:19]([n:20][c:21]([CH3:23])[o:22]2)[cH:24][cH:25]1.[Cl:1][CH2:2][CH2:3][CH2:4][O:5][c:6]1[cH:7][cH:8][c:9]([CH:10]=[O:11])[cH:12][cH:13]1>>[Cl:1][CH2:2][CH2:3][CH2:4][O:5][c:6]1[cH:7][cH:8][c:9]([CH:10]=[CH:23][c:21]2[n:20][c:19]3[c:18]([cH:17][c:16]([O:15][CH3:14])[cH:25][cH:24]3)[o:22]2)[cH:12][cH:13]1.